This data is from the Open Reaction Database (ORD), a public repository of structured organic reaction records. The task is: describe an organic reaction: reactants, conditions, products, and yield Starting materials: C(C1=CC=CC=C1)O[C@H]1CO[C@@H]([C@H]1O)CO (1,4-anhydro-2-O-benzyl-D-ribitol), N1=CC=CC=C1 (pyridine), COC1=CC=C(C(C2=CC=C(C=C2)OC)(C2=CC=CC=C2)Cl)C=C1 (4,4′-dimethoxytrityl chloride). Conditions: time 2 hour. The product is C(C1=CC=CC=C1)O[C@H]1CO[C@@H]([C@H]1O)COC(C1=CC=CC=C1)(C1=CC=C(C=C1)OC)C1=CC=C(C=C1)OC (1,4-Anhydro-2-O-benzyl-5-O-[bis(4-methoxyphenyl)(phenyl)methyl]D-ribitol). The yield is 70.2%. Reaction SMILES: [CH2:1]([O:8][C@@H:9]1[C@H:13]([OH:14])[C@@H:12]([CH2:15][OH:16])[O:11][CH2:10]1)[C:2]1[CH:7]=[CH:6][CH:5]=[CH:4][CH:3]=1.N1C=CC=CC=1.[CH3:23][O:24][C:25]1[CH:46]=[CH:45][C:28]([C:29](Cl)([C:38]2[CH:43]=[CH:42][CH:41]=[CH:40][CH:39]=2)[C:30]2[CH:35]=[CH:34][C:33]([O:36][CH3:37])=[CH:32][CH:31]=2)=[CH:27][CH:26]=1>>[CH2:1]([O:8][C@@H:9]1[C@H:13]([OH:14])[C@@H:12]([CH2:15][O:16][C:29]([C:28]2[CH:45]=[CH:46][C:25]([O:24][CH3:23])=[CH:26][CH:27]=2)([C:30]2[CH:35]=[CH:34][C:33]([O:36][CH3:37])=[CH:32][CH:31]=2)[C:38]2[CH:39]=[CH:40][CH:41]=[CH:42][CH:43]=2)[O:11][CH2:10]1)[C:2]1[CH:7]=[CH:6][CH:5]=[CH:4][CH:3]=1. Procedure: To a solution of 1,4-anhydro-2-O-benzyl-D-ribitol (1.0 g, 4.46 mmol) in pyridine (20 mL, 247 mmol) was added 4,4′-dimethoxytrityl chloride (4.53 g, 13.38 mmol). The mixture was stirred at ambient temperature for 2 h. Solvent was then evaporated in vacuo, and the residue purified by flash chromatography using 25-30% ethyl acetate in hexane to obtain 1.65 g (3.13 mmol, 70%) of the pure product. LCMS: for C33H34O6 calculated 526.2. found 549.2 [M+H]+. 1H NMR (600 MHz, CD3CN) δ: 7.42, (m, 2H), 7.37 ... Reactants: C=CCC(O)c1cccc(Br)c1, CC(C)(C)[Si](C)(C)Cl, ClCCl, CN(C)C=O, c1c[nH]cn1. Product: C=CCC(O[Si](C)(C)C(C)(C)C)c1cccc(Br)c1. As a reaction SMILES: [Br:1][c:2]1[cH:3][c:4]([CH:8]([CH2:9][CH:10]=[CH2:11])[OH:12])[cH:5][cH:6][cH:7]1.[C:18]([CH3:19])([CH3:20])([CH3:21])[Si:22]([Cl:23])([CH3:24])[CH3:25].[Cl:31][CH2:32][Cl:33].[O:26]=[CH:27][N:28]([CH3:29])[CH3:30].[nH:13]1[cH:14][cH:15][n:16][cH:17]1>>[Br:1][c:2]1[cH:3][c:4]([CH:8]([CH2:9][CH:10]=[CH2:11])[O:12][Si:22]([C:18]([CH3:19])([CH3:20])[CH3:21])([CH3:24])[CH3:25])[cH:5][cH:6][cH:7]1. Starting materials: C12SC(C(CC1)C2)=NO (2-thiabicyclo[2.2.1]heptan-3-one oxime), CN=C=O (methyl isocyanate). Solvent: C(Cl)Cl (methylene chloride). The product is CNC(=O)ON=C1SC2CCC1C2 (2-Thiabicyclo[2.2.1]heptan-3-one O-[(methylamino)carbonyl]oxime). Yield: 98.6%. As a reaction SMILES: [CH:1]12[CH2:7][CH:4]([CH2:5][CH2:6]1)[C:3](=[N:8][OH:9])[S:2]2.[CH3:10][N:11]=[C:12]=[O:13]>C(Cl)Cl>[CH3:10][NH:11][C:12]([O:9][N:8]=[C:3]1[CH:4]2[CH2:7][CH:1]([CH2:6][CH2:5]2)[S:2]1)=[O:13]. Reported procedure: A solution of 6.6 g (0.046 m) of 2-thiabicyclo[2.2.1]heptan-3-one oxime, 2.9 g (0.05 m) of methyl isocyanate, and 60 ml of methylene chloride was stirred at room temperature for 17 hours. Removal of solvent gave 9.1 g of yellow-tan solid which was purified by dry column chromatography on silica gel using ether-acetone as eluent. There was obtained 5.2 g of the title product as a cream colored solid, m. 121°-2° C. Reactants: FC1=C(C#N)C(=CC=C1)F (2,6-difluorobenzonitrile), NC1=CC=CC=C1 (aniline), Cl (HCl). Product: FC1=C(C#N)C(=CC=C1)NC1=CC=CC=C1 (2-Fluoro-6-anilinobenzonitrile). As a reaction SMILES: F[C:2]1[CH:9]=[CH:8][CH:7]=[C:6]([F:10])[C:3]=1[C:4]#[N:5].Cl.[NH2:12][C:13]1[CH:18]=[CH:17][CH:16]=[CH:15][CH:14]=1>>[F:10][C:6]1[CH:7]=[CH:8][CH:9]=[C:2]([NH:12][C:13]2[CH:18]=[CH:17][CH:16]=[CH:15][CH:14]=2)[C:3]=1[C:4]#[N:5]. Procedure details: A mixture of 2.8 g (20 mmol) of 2,6-difluorobenzonitrile in 20 ml of aniline is refluxed for 6 hrs. The mixture is poured into diluted HCl and the acid is extracted with methylene chloride. Evaporation gives the crude product which is chromatographed on silica gel (50% hexane--CH2Cl2) to give the title compound, m.p. 97°-99° C. Starting materials: C(C)(C)(C)C=1C=C(C=CC1)O (3-tert-butyl phenol), COC(Cl)Cl (α,α-dichloromethyl ether). Reagents/catalysts: [Ti](Cl)(Cl)(Cl)Cl (titanium tetrachloride). Run in ClCCl (dichloromethane). Yields the product C(C)(C)(C)C1=CC(=C(C=O)C=C1)O (4-tert-Butyl-2-hydroxy-benzaldehyde). Yield: 76.9%. RXN SMILES: [C:1]([C:5]1[CH:6]=[C:7]([OH:11])[CH:8]=[CH:9][CH:10]=1)([CH3:4])([CH3:3])[CH3:2].[CH3:12][O:13]C(Cl)Cl>ClCCl.[Ti](Cl)(Cl)(Cl)Cl>[C:1]([C:5]1[CH:10]=[CH:9][C:8]([CH:12]=[O:13])=[C:7]([OH:11])[CH:6]=1)([CH3:4])([CH3:2])[CH3:3]. Procedure: A stirred, cooled (ice bath) solution of 3-tert-butyl phenol (1.5 g, 10 mmol) in anhydrous dichloromethane was treated with titanium tetrachloride (1.86 mL, 17 mmol) followed by α,α-dichloromethyl ether (0.9 mL, 20 mmol). The reaction was allowed to warm to ambient temperature over 1 h, quenched cautiously with ice and water and extracted with dichloromethane. The organic extract was washed with water and brine, dried over sodium sulfate, filtered and evaporated in vacuo to a residue that was su... Reactants: C1(CCCCCC1)N1C=C(C=C1)/C=C/C(=O)OCC (ethyl (E)-3-(1-cycloheptyl-1H-pyrrol-3-yl)-2-propenoate). Solvent: C(C)O (ethanol), [OH-].[Na+] (sodium hydroxide). Product: C1(CCCCCC1)N1C=C(C=C1)/C=C/C(=O)O ((E)-3-(1-cycloheptyl-1H-pyrrol-3-yl)-2-propenoic acid). As a reaction SMILES: [CH:1]1([N:8]2[CH:12]=[CH:11][C:10](/[CH:13]=[CH:14]/[C:15]([O:17]CC)=[O:16])=[CH:9]2)[CH2:7][CH2:6][CH2:5][CH2:4][CH2:3][CH2:2]1>C(O)C.[OH-].[Na+]>[CH:1]1([N:8]2[CH:12]=[CH:11][C:10](/[CH:13]=[CH:14]/[C:15]([OH:17])=[O:16])=[CH:9]2)[CH2:7][CH2:6][CH2:5][CH2:4][CH2:3][CH2:2]1 |f:2.3|. Procedure details: A solution of 38 g of the ester in 400 ml ethanol and 200 ml of 1.5N aqueous sodium hydroxide is stirred at room temperature for 16 hours. The ethanol is evaporated at 50° and reduced pressure and the basic solution is washed with ethyl acetate, made acidic with ice cold 5N aqueous hydrochloric acid and extracted into ethyl acetate; the extract is washed with brine, dried over MgSO4, treated with charcoal and filtered. The solvent is evaporated at 50° and reduced pressure and the residue is crys... Starting materials: ClC=1C=NC=C(C1N1N=C2C3=C(N(C=C2C1=O)CC1=CC=C(C=C1)N1N=CC=C1)C=CS3)Cl (2-(3,5-Dichloropyridin-4-yl)-5-{[4-(1H-pyrazol-1-yl)phenyl]methyl}-2,5-dihydro-3H-pyrazolo[3,4-d]thieno[3,2-b]pyridin-3-one), C(=O)[O-].[NH4+] (ammonium formate). The solvent is CO (methanol). Reaction conditions: time 14 hour. Product: N1(N=CC=C1)C1=CC=C(C=C1)CN1C2=C(C=3C(=C1)C(N(N3)C3=CC=NC=C3)=O)SC=C2 (5-{[4-(1H-Pyrazol-1-yl)phenyl]methyl}-2-pyridin-4-yl-2,5-dihydro-3H-pyrazolo[3,4-d]thieno[3,2-b]pyridin-3-one). Reaction SMILES: Cl[C:2]1[CH:3]=[N:4][CH:5]=[C:6](Cl)[C:7]=1[N:8]1[C:16](=[O:17])[C:15]2[C:10]([C:11]3[S:32][CH:31]=[CH:30][C:12]=3[N:13]([CH2:18][C:19]3[CH:24]=[CH:23][C:22]([N:25]4[CH:29]=[CH:28][CH:27]=[N:26]4)=[CH:21][CH:20]=3)[CH:14]=2)=[N:9]1.C([O-])=O.[NH4+]>CO>[N:25]1([C:22]2[CH:23]=[CH:24][C:19]([CH2:18][N:13]3[CH:14]=[C:15]4[C:16](=[O:17])[N:8]([C:7]5[CH:6]=[CH:5][N:4]=[CH:3][CH:2]=5)[N:9]=[C:10]4[C:11]4[S:32][CH:31]=[CH:30][C:12]3=4)=[CH:20][CH:21]=2)[CH:29]=[CH:28][CH:27]=[N:26]1 |f:1.2|. Procedure: 2-(3,5-Dichloropyridin-4-yl)-5-{[4-(1H-pyrazol-1-yl)phenyl]methyl}-2,5-dihydro-3H-pyrazolo[3,4-d]thieno[3,2-b]pyridin-3-one (Example 15, 15 mg, 0.030 mmol), ammonium formate (2.9 mg, 0,046 mmol, 1.5 equiv) and 1,1′-bis(diphenylphosphino)ferroenedichloro palladium (II) dichloromethane complex (4.4 mg, 6.1 lima 0.2 equiv) were combined in methanol (5 mL) and placed into a preheated oil bath at 70° C. for 14 hours. The mixture was cooled to ambient temperature and concentrated in vacuo. The residue... Conditions: time 5 minute. RXN SMILES: [NH2:1][C:2]1[C:7]([OH:8])=[CH:6][CH:5]=[CH:4][N:3]=1.ClCCl.[OH-].[Na+].[F:14][C:15]1[CH:22]=[C:21]([F:23])[CH:20]=[C:19]([F:24])[C:16]=1[CH2:17]Br>CCCCCCCC[N+](CCCCCCCC)(CCCCCCCC)C.[Cl-].O>[NH2:1][C:2]1[C:7]([O:8][CH2:17][C:16]2[C:15]([F:14])=[CH:22][C:21]([F:23])=[CH:20][C:19]=2[F:24])=[CH:6][CH:5]=[CH:4][N:3]=1 |f:2.3,5.6|. The solvent is O (water). Procedure details: A mixture of 2-amino-3-hydroxy pyridine (2.44 g, 0.022 mol), dichloromethane (20 ml) and 40% aqueous sodium hydroxide solution (20 ml) was stirred for five minutes, then 2,4,6-trifluorobenzyl bromide (5.00 g, 0.022 mol) and Adogen 464 (3 ml) were added and stirring continued for 16 hours. The mixture was diluted with water and extracted with dichloromethane. Drying and evaporation of the organic extracts, and trituration with ether gave the desired product. Yield 2.76 g (49%), m.p. 122°-124 ° C. The reagents and catalysts are CCCCCCCC[N+](C)(CCCCCCCC)CCCCCCCC.[Cl-] (Adogen 464). Starting materials: NC1=NC=CC=C1O (2-amino-3-hydroxy pyridine), ClCCl (dichloromethane), [OH-].[Na+] (sodium hydroxide), FC1=C(CBr)C(=CC(=C1)F)F (2,4,6-trifluorobenzyl bromide). Product: NC1=NC=CC=C1OCC1=C(C=C(C=C1F)F)F (2-Amino- 3-(2,4,6- trifluorobenzyloxy)pyridine). The reactants are COc1cc(C=CC(=O)Cl)ccc1OC(C)=O, CC1CCC(N)CC1, Cl, c1ccncc1. The product is COc1cc(C=CC(=O)NC2CCC(C)CC2)ccc1OC(C)=O. RXN SMILES: [C:1]([CH3:2])(=[O:3])[O:4][c:5]1[c:6]([O:16][CH3:17])[cH:7][c:8]([CH:9]=[CH:10][C:11](=[O:12])[Cl:13])[cH:14][cH:15]1.[CH3:19][CH:20]1[CH2:21][CH2:22][CH:23]([NH2:26])[CH2:24][CH2:25]1.[ClH:18].[cH:27]1[cH:28][cH:29][n:30][cH:31][cH:32]1>>[C:1]([CH3:2])(=[O:3])[O:4][c:5]1[c:6]([O:16][CH3:17])[cH:7][c:8]([CH:9]=[CH:10][C:11](=[O:12])[NH:26][CH:23]2[CH2:22][CH2:21][CH:20]([CH3:19])[CH2:25][CH2:24]2)[cH:14][cH:15]1.